Dataset: the Open Reaction Database (ORD), a public repository of structured organic reaction records. Task: describe an organic reaction: reactants, conditions, products, and yield Starting materials: CCO, O=C1c2ccccc2C(=O)N1CCCCCCCC(c1ccc(F)cc1)c1ccc(F)cc1, NN, O. Product: NCCCCCCCC(c1ccc(F)cc1)c1ccc(F)cc1. RXN SMILES: [CH3:37][CH2:38][OH:39].[F:1][c:2]1[cH:3][cH:4][c:5]([CH:8]([CH2:9][CH2:10][CH2:11][CH2:12][CH2:13][CH2:14][CH2:15][N:16]2[C:17](=[O:18])[c:19]3[c:20]([cH:21][cH:22][cH:23][cH:24]3)[C:25]2=[O:26])[c:27]2[cH:28][cH:29][c:30]([F:33])[cH:31][cH:32]2)[cH:6][cH:7]1.[NH2:35][NH2:36].[OH2:34]>>[F:1][c:2]1[cH:3][cH:4][c:5]([CH:8]([CH2:9][CH2:10][CH2:11][CH2:12][CH2:13][CH2:14][CH2:15][NH2:16])[c:27]2[cH:28][cH:29][c:30]([F:33])[cH:31][cH:32]2)[cH:6][cH:7]1. Reactants: [N+](=O)([O-])C=1C=C2C=CC(=NC2=CC1)C=CC1=CC=CC=C1.[N+](=O)([O-])C=1C=C2C=CC(=NC2=CC1)C (6-nitro-2-styrylquinoline 6-nitroquinaldine), C(C1=CC=CC=C1)=O (benzaldehyde), C(C)(=O)OC(C)=O (acetic anhydride). Run in C(C)(=O)OCC (ethyl acetate). Product: [N+](=O)([O-])C=1C=C2C=CC(=NC2=CC1)C=CC1=CC=CC=C1 (6-nitro-2-styrylquinoline). Reaction SMILES: [N+:1]([C:4]1[CH:5]=[C:6]2[C:11](=[CH:12][CH:13]=1)[N:10]=[C:9]([CH:14]=[CH:15][C:16]1[CH:21]=[CH:20][CH:19]=[CH:18][CH:17]=1)[CH:8]=[CH:7]2)([O-:3])=[O:2].[N+](C1C=C2C(=CC=1)N=C(C)C=C2)([O-])=O.C(=O)C1C=CC=CC=1.C(OC(=O)C)(=O)C>C(OCC)(=O)C>[N+:1]([C:4]1[CH:5]=[C:6]2[C:11](=[CH:12][CH:13]=1)[N:10]=[C:9]([CH:14]=[CH:15][C:16]1[CH:17]=[CH:18][CH:19]=[CH:20][CH:21]=1)[CH:8]=[CH:7]2)([O-:3])=[O:2] |f:0.1|. Reported procedure: 37.6 g of 6-nitro-2-styrylquinoline-6-nitroquinaldine, 21.2 g of benzaldehyde and 20.4 g of acetic anhydride were mixed and heated for 5 hours under reflux. After the reaction mixture was allowed to cool, 100 ml of ethyl acetate were added thereto and the deposited crystals were filtered. 41.6 g (75% of the theoretical yield) of the 6-nitro-2-styrylquinoline crystals were produced. Reactants: C(C)(C)(C)OC(NCCCN(C(CC)C1=NN2C(C(N1)=O)=CC=C2)C(C2=CC=C(C=C2)C)=O)=O ((±)-(3-{(4-methylbenzoyl)-[1-(4-oxo-3,4-dihydropyrrolo[2,1-f][1,2,4] triazin-2-yl)-propyl]-amino}-propyl)-carbamic acid tert-butyl ester), C([O-])([O-])=O.[Cs+].[Cs+] (cesium carbonate), FC1=CC=C(CBr)C=C1 (4-fluorobenzyl bromide). Solvent: C(C)(=O)OCC (ethyl acetate), O1CCOCC1 (dioxane). Conditions: temperature 40 celsius, time 45 minute. Product: C(C)(C)(C)OC(NCCCN(C(C1=CC=C(C=C1)C)=O)C(CC)C1=NN2C(C(N1CC1=CC=C(C=C1)F)=O)=CC=C2)=O ((±)-{3-[{1-[3-(4-Fluorobenzyl)-4-oxo-3,4-dihydropyrrolo[2,1-f][1,2,4]triazin-2-yl]-propyl}-(4-methylbenzoyl)-amino]-propyl}-carbamic acid tert-butyl ester). The yield is 15.2%. RXN SMILES: [C:1]([O:5][C:6](=[O:34])[NH:7][CH2:8][CH2:9][CH2:10][N:11]([C:25](=[O:33])[C:26]1[CH:31]=[CH:30][C:29]([CH3:32])=[CH:28][CH:27]=1)[CH:12]([C:15]1[NH:20][C:19](=[O:21])[C:18]2=[CH:22][CH:23]=[CH:24][N:17]2[N:16]=1)[CH2:13][CH3:14])([CH3:4])([CH3:3])[CH3:2].C(=O)([O-])[O-].[Cs+].[Cs+].[F:41][C:42]1[CH:49]=[CH:48][C:45]([CH2:46]Br)=[CH:44][CH:43]=1>O1CCOCC1.C(OCC)(=O)C>[C:1]([O:5][C:6](=[O:34])[NH:7][CH2:8][CH2:9][CH2:10][N:11]([CH:12]([C:15]1[N:20]([CH2:46][C:45]2[CH:48]=[CH:49][C:42]([F:41])=[CH:43][CH:44]=2)[C:19](=[O:21])[C:18]2=[CH:22][CH:23]=[CH:24][N:17]2[N:16]=1)[CH2:13][CH3:14])[C:25](=[O:33])[C:26]1[CH:27]=[CH:28][C:29]([CH3:32])=[CH:30][CH:31]=1)([CH3:2])([CH3:4])[CH3:3] |f:1.2.3|. Procedure: A mixture of (±)-(3-{(4-methylbenzoyl)-[1-(4-oxo-3,4-dihydropyrrolo[2,1-f][1,2,4] triazin-2-yl)-propyl]-amino}-propyl)-carbamic acid tert-butyl ester (Example 3 A, 38 mg, 0.08 mmol) and cesium carbonate (40 mg, 0.12 mmol) in dioxane (1 mL) was stirred at 40° C., under Ar, for 45 min. To the mixture was added 4-fluorobenzyl bromide (22 mg, 0.12 mmol) and the reaction mixture was stirred at 40° C. for 24 h before being diluted with ethyl acetate. The ethyl acetate layer was washed twice with water... Yields the product CCCN(CCC)c1c([N+](=O)[O-])cc(C2OCC(C)O2)cc1[N+](=O)[O-]. Reactants: CC(O)CO, CCCN(CCC)c1c([N+](=O)[O-])cc(C=O)cc1[N+](=O)[O-], Cc1ccc(S(=O)(=O)O)cc1, c1ccccc1. Reaction SMILES: [CH2:22]([CH:23]([CH3:24])[OH:25])[OH:26].[N+:1](=[O:2])([O-:3])[c:4]1[cH:5][c:6]([CH:7]=[O:8])[cH:9][c:10]([N+:19](=[O:20])[O-:21])[c:11]1[N:12]([CH2:13][CH2:14][CH3:15])[CH2:16][CH2:17][CH3:18].[c:27]1([CH3:28])[cH:29][cH:30][c:31]([S:32]([OH:33])(=[O:34])=[O:35])[cH:36][cH:37]1.[cH:38]1[cH:39][cH:40][cH:41][cH:42][cH:43]1>>[N+:1](=[O:2])([O-:3])[c:4]1[cH:5][c:6]([CH:7]2[O:8][CH:23]([CH3:24])[CH2:22][O:26]2)[cH:9][c:10]([N+:19](=[O:20])[O-:21])[c:11]1[N:12]([CH2:13][CH2:14][CH3:15])[CH2:16][CH2:17][CH3:18]. Reactants: BrC1=CC=C2OCCN3C=C(N=C3C2=C1)C(=O)N (13-bromo-9-oxa-3,6-diazatricyclo[8.4.0.02,6]tetradeca1(14),2,4,10,12-pentaene-4-carboxamide), CN(C)C(OC)OC (DMF-DMA). Solvent: O1CCOCC1 (dioxane). Run at temperature 100 celsius. Product: BrC1=CC=C2OCCN3C=C(N=C3C2=C1)C(=O)/N=C/N(C)C (13-Bromo-N-[(1E)-(dimethylamino)methylidene]-9-oxa-3,6-diazatricyclo[8.4.0.02,6]tetradeca1(14),2,4,10,12-pentaene-4-carboxamide). Yield: 93.2%. Reaction SMILES: [Br:1][C:2]1[CH:15]=[C:14]2[C:5]([O:6][CH2:7][CH2:8][N:9]3[C:13]2=[N:12][C:11]([C:16]([NH2:18])=[O:17])=[CH:10]3)=[CH:4][CH:3]=1.[CH3:19][N:20]([CH:22](OC)OC)[CH3:21]>O1CCOCC1>[Br:1][C:2]1[CH:15]=[C:14]2[C:5]([O:6][CH2:7][CH2:8][N:9]3[C:13]2=[N:12][C:11]([C:16](/[N:18]=[CH:19]/[N:20]([CH3:22])[CH3:21])=[O:17])=[CH:10]3)=[CH:4][CH:3]=1. Procedure details: To a solution of 13-bromo-9-oxa-3,6-diazatricyclo[8.4.0.02,6]tetradeca1(14),2,4,10,12-pentaene-4-carboxamide (2.0 g, 6.5 mmol) in dioxane (30 mL) was added DMF-DMA (2.6 mL, 19 mmol). The reaction mixture was heated at 100° C. for 1 h. The solvent was removed under reduce pressure and the residue was triturated with hot diethyl ether. The solid was collected by filtration, washed with diethyl ether and dried in vacuo to afford 13-Bromo-N-[(1E)-(dimethylamino)methylidene]-9-oxa-3,6-diazatricyclo[8... Starting materials: C(C)OP(=O)(CCCCC1=CC=CC=C1)CC(=O)N1CC2(SCCS2)C[C@H]1C(=O)O ((S)-7-[[Ethoxy(4-phenylbutyl)phosphinyl]acetyl]-1,4-dithia-7-azaspiro[4.4]nonane-8-carboxylic acid), C1(=CC=CC=C1)C(=[N+]=[N-])C1=CC=CC=C1 (diphenyldiazomethane). The solvent is C(C)(=O)OCC (ethyl acetate), C(C)(=O)OCC (ethyl acetate). Run at time 3.5 hour. Product: C(C)OP(=O)(CCCCC1=CC=CC=C1)CC(=O)N1CC2(SCCS2)C[C@H]1C(=O)OC(C1=CC=CC=C1)C1=CC=CC=C1 ((S)-7-[[Ethoxy(4-phenylbutyl)phosphinyl]acetyl]-1,4-dithia-7-azaspiro[4.4]nonane-8-carboxylic acid, diphenylmethyl ester). Isolated yield 140.9%. Reaction SMILES: [CH2:1]([O:3][P:4]([CH2:16][C:17]([N:19]1[C@H:27]([C:28]([OH:30])=[O:29])[CH2:26][C:21]2([S:25][CH2:24][CH2:23][S:22]2)[CH2:20]1)=[O:18])([CH2:6][CH2:7][CH2:8][CH2:9][C:10]1[CH:15]=[CH:14][CH:13]=[CH:12][CH:11]=1)=[O:5])[CH3:2].[C:31]1([C:37]([C:40]2[CH:45]=[CH:44][CH:43]=[CH:42][CH:41]=2)=[N+]=[N-])[CH:36]=[CH:35][CH:34]=[CH:33][CH:32]=1>C(OCC)(=O)C>[CH2:1]([O:3][P:4]([CH2:16][C:17]([N:19]1[C@H:27]([C:28]([O:30][CH:37]([C:31]2[CH:36]=[CH:35][CH:34]=[CH:33][CH:32]=2)[C:40]2[CH:45]=[CH:44][CH:43]=[CH:42][CH:41]=2)=[O:29])[CH2:26][C:21]2([S:22][CH2:23][CH2:24][S:25]2)[CH2:20]1)=[O:18])([CH2:6][CH2:7][CH2:8][CH2:9][C:10]1[CH:11]=[CH:12][CH:13]=[CH:14][CH:15]=1)=[O:5])[CH3:2]. Procedure details: (S)-7-[[Ethoxy(4-phenylbutyl)phosphinyl]acetyl]-1,4-dithia-7-azaspiro[4.4]nonane-8-carboxylic acid (3.2 g) in ethyl acetate is treated with 2.0 g of diphenyldiazomethane in ethyl acetate. After 3.5 hours, the reaction mixture is partitioned between ethyl acetate and water. The layers are separated and the organic portion is washed with saturated sodium bicarbonate, 5% potassium bisulfate, brine and dried (MgSO4). The solvent is stripped leaving 6.1 g of residue which is chromatographed on 180 g ... Starting materials: CC[C@@H]([C@H](C)O)N1C(=O)N(C=N1)C=2C=CC(=CC2)N3CCN(CC3)C=4C=CC(=CC4)OC[C@H]5C[C@](OC5)(CN6C=NC=N6)C=7C=CC(=CC7F)F (posaconazole), C(C1=CC=CC=C1)O[C@@H](C)[C@@H](CC)N1N=CN(C1=O)C1=CC=C(C=C1)N1CCN(CC1)C1=CC=C(C=C1)O (1-((2S,3R)-2-(benzyloxy)pentan-3-yl)-4-(4-(4-(4-hydroxyphenyl)piperazin-1-yl)phenyl)-1H-1,2,4-triazol-5(4H)-one), (−)-(5R-cis)-5-(2,4-difluorophenyl)-5-[1,2,4]triazol-1-ylmethyl-tetrahydro-3-furanmethylester. Yields the product C(C1=CC=CC=C1)OCC1=CC=CC=C1 (benzyl ether), CC[C@@H]([C@H](C)O)N1C(=O)N(C=N1)C=2C=CC(=CC2)N3CCN(CC3)C=4C=CC(=CC4)OC[C@H]5C[C@](OC5)(CN6C=NC=N6)C=7C=CC(=CC7F)F (posaconazole). As a reaction SMILES: [CH3:1][CH2:2][C@H:3]([N:7]1[N:12]=[CH:11][N:10]([C:13]2[CH:14]=[CH:15][C:16]([N:19]3[CH2:24][CH2:23][N:22]([C:25]4[CH:26]=[CH:27][C:28]([O:31][CH2:32][C@@H:33]5[CH2:37][O:36][C@:35]([C:44]6[CH:45]=[CH:46][C:47]([F:51])=[CH:48][C:49]=6[F:50])([CH2:38][N:39]6[N:43]=[CH:42][N:41]=[CH:40]6)[CH2:34]5)=[CH:29][CH:30]=4)[CH2:21][CH2:20]3)=[CH:17][CH:18]=2)[C:8]1=[O:9])[C@@H:4]([OH:6])[CH3:5].[CH2:52](O[C@H]([C@H](N1C(=O)N(C2C=CC(N3CCN(C4C=CC(O)=CC=4)CC3)=CC=2)C=N1)CC)C)[C:53]1C=CC=C[CH:54]=1>>[CH2:35]([O:36][CH2:37][C:33]1[CH:32]=[CH:54][CH:53]=[CH:52][CH:34]=1)[C:44]1[CH:49]=[CH:48][CH:47]=[CH:46][CH:45]=1.[CH3:1][CH2:2][C@H:3]([N:7]1[N:12]=[CH:11][N:10]([C:13]2[CH:18]=[CH:17][C:16]([N:19]3[CH2:20][CH2:21][N:22]([C:25]4[CH:26]=[CH:27][C:28]([O:31][CH2:32][C@@H:33]5[CH2:37][O:36][C@:35]([C:44]6[CH:45]=[CH:46][C:47]([F:51])=[CH:48][C:49]=6[F:50])([CH2:38][N:39]6[N:43]=[CH:42][N:41]=[CH:40]6)[CH2:34]5)=[CH:29][CH:30]=4)[CH2:23][CH2:24]3)=[CH:15][CH:14]=2)[C:8]1=[O:9])[C@@H:4]([OH:6])[CH3:5]. Procedure: U.S. Pat. No. 5,625,064 discloses a process for the preparation of posaconazole which involves the condensation of 1-((2S,3R)-2-(benzyloxy)pentan-3-yl)-4-(4-(4-(4-hydroxyphenyl)piperazin-1-yl)phenyl)-1H-1,2,4-triazol-5(4H)-one with (−)-(5R-cis)-5-(2,4-difluorophenyl)-5-[1,2,4]triazol-1-ylmethyl-tetrahydro-3-furanmethylester derivative in the presence of a base to give benzyl ether of posaconazole which is then deprotected either with palladium on carbon in the presence of formic acid or aqueous ... Starting materials: C1(=C(C(=O)C(=O)C(=C1Cl)Cl)Cl)Cl (ortho-chloranil), FC1=CC=C(C=C1)C=1N=C2N(N=C(C=C2)N2CCN(CC2)C)C1C1C=CN(C=C1)C(=O)OCC (ethyl 4-[2-(4-fluorophenyl)-6-(4-methylpiperazin-1-yl)imidazo[1,2-b]pyridazin-3-yl]-4H-pyridine-1-carboxylate), [OH-].[Na+] (sodium hydroxide). Solvent: C1(=CC=CC=C1)C (toluene), C1(=CC=CC=C1)C (toluene). Product: FC1=CC=C(C=C1)C=1N=C2N(N=C(C=C2)N2CCN(CC2)C)C1C1=CC=NC=C1 (2-(4-Fluorophenyl)-6-(4-methylpiperazin-1-yl)-3-pyrid-4-ylimidazo[1,2-b]pyridazine). The yield is 56.0%. Reaction SMILES: [F:1][C:2]1[CH:7]=[CH:6][C:5]([C:8]2[N:9]=[C:10]3[CH:15]=[CH:14][C:13]([N:16]4[CH2:21][CH2:20][N:19]([CH3:22])[CH2:18][CH2:17]4)=[N:12][N:11]3[C:23]=2[CH:24]2[CH:29]=[CH:28][N:27](C(OCC)=O)[CH:26]=[CH:25]2)=[CH:4][CH:3]=1.C1(Cl)C(Cl)=C(Cl)C(=O)C(=O)C=1Cl.[OH-].[Na+]>C1(C)C=CC=CC=1>[F:1][C:2]1[CH:7]=[CH:6][C:5]([C:8]2[N:9]=[C:10]3[CH:15]=[CH:14][C:13]([N:16]4[CH2:17][CH2:18][N:19]([CH3:22])[CH2:20][CH2:21]4)=[N:12][N:11]3[C:23]=2[C:24]2[CH:25]=[CH:26][N:27]=[CH:28][CH:29]=2)=[CH:4][CH:3]=1 |f:2.3|. Procedure: To a suspension of 1.00 g (2.16 mmol) of ethyl 4-[2-(4-fluorophenyl)-6-(4-methylpiperazin-1-yl)imidazo[1,2-b]pyridazin-3-yl]-4H-pyridine-1-carboxylate in 35 mL of toluene is added a solution of 0.65 g (2.6 mmol) of ortho-chloranil in 6 mL of toluene. After reaction for 6 hours, 60 mL of 1N sodium hydroxide are added and the product is extracted with ethyl acetate. The organic phase is washed with saturated aqueous sodium chloride solution and dried over sodium sulfate, and the solvent is evapora... The reactants are amino ester, Hydrochloride salt, (2S,5S)-5-benzyl-2-tert-butyl-3-methyllimidazolidin-4, COC([C@@H](N)CC1=CC=CC=C1)=O ((S)-phenylalanine methyl ester), CN (MeNH2). Yields the product CNC([C@@H](N)CC1=CC=CC=C1)=O ((S)-phenylalanine N-methyl amide). Isolated yield 82.0%. As a reaction SMILES: C[O:2][C:3](=O)[C@H:4]([CH2:6][C:7]1[CH:12]=[CH:11][CH:10]=[CH:9][CH:8]=1)[NH2:5].[CH3:14][NH2:15]>>[CH3:14][NH:15][C:3](=[O:2])[C@H:4]([CH2:6][C:7]1[CH:12]=[CH:11][CH:10]=[CH:9][CH:8]=1)[NH2:5]. Reported procedure: Hydrochloride salt of (2S,5S)-5-benzyl-2-tert-butyl-3-methyllimidazolidin-4-one (1): To a solution of ethanolic MeNH2 (8.0 M, 50 ml) was added (S)-phenylalanine methyl ester (23.0 g, 130 mmol). The resulting solution was stirred at room temperature until the amino ester was judged to be consumed by TLC analysis. The resulting solution was then concentrated to provide (S)-phenylalanine N-methyl amide (18 g, 82% yield) as a white solid. To a flask containing (S)-phenylalanine N-methyl amide (8.9 g... Reactants: CCC(CC)Nc1cc(C)nc(Oc2c(C)cc(CO)cc2C)c1C, C1CCOC1, CI, [Na+], [OH-]. Product: CCC(CC)Nc1cc(C)nc(Oc2c(C)cc(COC)cc2C)c1C. As a reaction SMILES: [CH2:1]([CH3:2])[CH:3]([CH2:4][CH3:5])[NH:6][c:7]1[c:8]([CH3:25])[c:9]([O:14][c:15]2[c:16]([CH3:24])[cH:17][c:18]([CH2:22][OH:23])[cH:19][c:20]2[CH3:21])[n:10][c:11]([CH3:13])[cH:12]1.[CH2:30]1[O:31][CH2:32][CH2:33][CH2:34]1.[CH3:28][I:29].[Na+:27].[OH-:26]>>[CH2:1]([CH3:2])[CH:3]([CH2:4][CH3:5])[NH:6][c:7]1[c:8]([CH3:25])[c:9]([O:14][c:15]2[c:16]([CH3:24])[cH:17][c:18]([CH2:22][O:23][CH3:28])[cH:19][c:20]2[CH3:21])[n:10][c:11]([CH3:13])[cH:12]1.